The task is: describe an organic reaction: reactants, conditions, products, and yield. This data is from the Open Reaction Database (ORD), a public repository of structured organic reaction records. The reactants are Cc1cc(C)cc(N)c1, FC(F)(F)c1cc(Cl)nc(-c2cccnc2)n1. Product: Cc1cc(C)cc(Nc2cc(C(F)(F)F)nc(-c3cccnc3)n2)c1. Reaction SMILES: [CH3:18][c:19]1[cH:20][c:21]([NH2:22])[cH:23][c:24]([CH3:26])[cH:25]1.[Cl:1][c:2]1[n:3][c:4](-[c:12]2[cH:13][n:14][cH:15][cH:16][cH:17]2)[n:5][c:6]([C:8]([F:9])([F:10])[F:11])[cH:7]1>>[c:2]1([NH:22][c:21]2[cH:20][c:19]([CH3:18])[cH:25][c:24]([CH3:26])[cH:23]2)[n:3][c:4](-[c:12]2[cH:13][n:14][cH:15][cH:16][cH:17]2)[n:5][c:6]([C:8]([F:9])([F:10])[F:11])[cH:7]1. Starting materials: [Al+3], C1CCOC1, CSc1ccccc1C#N, [H-], [H-], [H-], [H-], [Li+], [Na+], [OH-], O. The product is CSc1ccccc1CN. Reaction SMILES: [Al+3:12].[CH2:17]1[O:18][CH2:19][CH2:20][CH2:21]1.[CH3:1][S:2][c:3]1[c:4]([C:5]#[N:6])[cH:7][cH:8][cH:9][cH:10]1.[H-:11].[H-:14].[H-:15].[H-:16].[Li+:13].[Na+:23].[OH-:22].[OH2:24]>>[CH3:1][S:2][c:3]1[c:4]([CH2:5][NH2:6])[cH:7][cH:8][cH:9][cH:10]1. Reactants: O=C(O)c1ccc(Br)cc1F, O=C([O-])[O-], CN(C)C=O, CCOC(C)=O, CI, [K+], [K+], O. Product: COC(=O)c1ccc(Br)cc1F. Reaction SMILES: [Br:1][c:2]1[cH:3][c:4]([F:11])[c:5]([C:6](=[O:7])[OH:8])[cH:9][cH:10]1.[C:14](=[O:15])([O-:16])[O-:17].[CH3:20][N:21]([CH3:22])[CH:23]=[O:24].[CH3:25][CH2:26][O:27][C:28](=[O:29])[CH3:30].[I:12][CH3:13].[K+:18].[K+:19].[OH2:31]>>[Br:1][c:2]1[cH:3][c:4]([F:11])[c:5]([C:6](=[O:7])[O:8][CH3:14])[cH:9][cH:10]1. Reactants: CCOc1ccc(C(C)(C)COCc2cccc(Oc3ccccc3)c2)cc1, CCOc1ccc(C(C)(C)COCc2cccc(Oc3ccccc3)c2)cc1Cl. Yields the product CCOc1ccc(C(C)(C)CO)cc1, Cc1cccc(Oc2ccccc2)c1. RXN SMILES: [CH2:1]([CH3:2])[O:3][c:4]1[cH:5][cH:6][c:7]([C:10]([CH2:11][O:12][CH2:13][c:14]2[cH:15][c:16]([O:20][c:21]3[cH:22][cH:23][cH:24][cH:25][cH:26]3)[cH:17][cH:18][cH:19]2)([CH3:27])[CH3:28])[cH:8][cH:9]1.[Cl:29][c:30]1[cH:31][c:32]([C:33]([CH3:34])([CH3:35])[CH2:36][O:37][CH2:38][c:39]2[cH:40][cH:41][cH:42][c:43]([O:44][c:45]3[cH:46][cH:47][cH:48][cH:49][cH:50]3)[cH:51]2)[cH:52][cH:53][c:54]1[O:55][CH2:56][CH3:57]>>[CH2:1]([CH3:2])[O:3][c:4]1[cH:5][cH:6][c:7]([C:10]([CH2:11][OH:12])([CH3:27])[CH3:28])[cH:8][cH:9]1.[CH3:13][c:14]1[cH:15][c:16]([O:20][c:21]2[cH:22][cH:23][cH:24][cH:25][cH:26]2)[cH:17][cH:18][cH:19]1. The reactants are CN=C=O, Fc1cc(COC2CCNCC2C(c2ccccc2)c2ccccc2)cc(C(F)(F)F)c1, Cl. Yields the product CNC(=O)N1CCC(OCc2cc(F)cc(C(F)(F)F)c2)C(C(c2ccccc2)c2ccccc2)C1. Reaction SMILES: [CH3:34][N:35]=[C:36]=[O:37].[CH:2]([c:3]1[cH:4][cH:5][cH:6][cH:7][cH:8]1)([c:9]1[cH:10][cH:11][cH:12][cH:13][cH:14]1)[CH:15]1[CH2:16][NH:17][CH2:18][CH2:19][CH:20]1[O:21][CH2:22][c:23]1[cH:24][c:25]([F:33])[cH:26][c:27]([C:29]([F:30])([F:31])[F:32])[cH:28]1.[ClH:1]>>[CH:2]([c:3]1[cH:4][cH:5][cH:6][cH:7][cH:8]1)([c:9]1[cH:10][cH:11][cH:12][cH:13][cH:14]1)[CH:15]1[CH2:16][N:17]([C:36]([NH:35][CH3:34])=[O:37])[CH2:18][CH2:19][CH:20]1[O:21][CH2:22][c:23]1[cH:24][c:25]([F:33])[cH:26][c:27]([C:29]([F:30])([F:31])[F:32])[cH:28]1.